This data is from the Open Reaction Database (ORD), a public repository of structured organic reaction records. The task is: describe an organic reaction: reactants, conditions, products, and yield Procedure: was prepared [2-({5-[2-(tert-Butyl-dimethyl-silanyloxy)-ethoxy]-1H-indole-2-carbonyl}-amino)-phenyl]-carbamic acid tert-butyl ester (44) in an analogous manner to that described for the preparation of (39), example 16, step 2; mp. 222–223° C. Product: NC1=C(C=CC=C1)NC(=O)C=1NC2=CC=C(C=C2C1)OCCO (5-(2-Hydroxy-ethoxy)-1H-indole-2-carboxylic acid (2-amino-phenyl)-amide). Reactants: C(C)(C)(C)OC(NC1=C(C=CC=C1)NC(=O)C=1NC2=CC=C(C=C2C1)OCCO[Si](C)(C)C(C)(C)C)=O ([2-({5-[2-(tert-Butyl-dimethyl-silanyloxy)-ethoxy]-1H-indole-2-carbonyl}-amino)-phenyl]-carbamic acid tert-butyl ester), NC1=C(C=CC=C1)NC(=O)C1=CC2=C(S1)C=CC(=C2)OCCO (5-(2-Hydroxy-ethoxy)-benzo[b]thiophene-2-carboxylic acid (2-amino-phenyl)-amide). Reaction SMILES: C(OC(=O)[NH:7][C:8]1[CH:13]=[CH:12][CH:11]=[CH:10][C:9]=1[NH:14][C:15]([C:17]1[NH:18][C:19]2[C:24]([CH:25]=1)=[CH:23][C:22]([O:26][CH2:27][CH2:28][O:29][Si](C(C)(C)C)(C)C)=[CH:21][CH:20]=2)=[O:16])(C)(C)C.NC1C=CC=CC=1NC(C1SC2C=CC(OCCO)=CC=2C=1)=O>>[NH2:7][C:8]1[CH:13]=[CH:12][CH:11]=[CH:10][C:9]=1[NH:14][C:15]([C:17]1[NH:18][C:19]2[C:24]([CH:25]=1)=[CH:23][C:22]([O:26][CH2:27][CH2:28][OH:29])=[CH:21][CH:20]=2)=[O:16]. Reactants: ClC=1C=C(C=CC1F)[N+](=O)[O-] (3-chloro-4-fluoronitrobenzene), C=1(C(=CC=CC1)S)C (2-toluenethiol). Product: C1(=C(C=CC=C1)SC1=C(C=C(C=C1)[N+](=O)[O-])Cl)C (2-chloro-4-nitrophenyl 2-tolyl sulphide). The yield is 31.0%. Reaction SMILES: [Cl:1][C:2]1[CH:3]=[C:4]([N+:9]([O-:11])=[O:10])[CH:5]=[CH:6][C:7]=1F.[C:12]1([CH3:19])[C:13]([SH:18])=[CH:14][CH:15]=[CH:16][CH:17]=1>>[C:12]1([CH3:19])[CH:17]=[CH:16][CH:15]=[CH:14][C:13]=1[S:18][C:7]1[CH:6]=[CH:5][C:4]([N+:9]([O-:11])=[O:10])=[CH:3][C:2]=1[Cl:1]. Procedure: Using an analogous procedure to that described in the first paragraph of the portion of Example 8 which is concerned with the preparation of starting materials, 3-chloro-4-fluoronitrobenzene was reacted with 2-toluenethiol. The reaction mixture was partitioned between ethyl acetate and water. The organic phase was dried (MgSO4) and evaporated to give 2-chloro-4-nitrophenyl 2-tolyl sulphide in 31% yield. The reactants are C(C)(=O)O.NC1=C2N=CN(C2=NC(=N1)Cl)[C@@H]1O[C@@H]([C@H]([C@H]1O)O)C1=NC(=NO1)C ((2R,3R,4S,5S)-2-(6-Amino-2-chloro-purin-9-yl)-5-(3-methyl-[1,2,4]oxadiazol-5-yl)-tetrahydro-furan-3,4-diol acetate), C1(CCCC1)N (cyclopentylamine). Solvent: CS(=O)C (DMSO). The product is C(=O)O.NC1=C2N=CN(C2=NC(=N1)NC1CCCC1)[C@@H]1O[C@@H]([C@H]([C@H]1O)O)C1=NC(=NO1)C ((2R,3R,4S,5S)-2-(6-Amino-2-cyclopentylamino-purin-9-yl)-5-(3-methyl-[1,2,4]oxadiazol-5-yl)-tetrahydro-furan-3,4-diol formate). As a reaction SMILES: [C:1]([OH:4])(=[O:3])C.[NH2:5][C:6]1[N:14]=[C:13](Cl)[N:12]=[C:11]2[C:7]=1[N:8]=[CH:9][N:10]2[C@H:16]1[C@H:20]([OH:21])[C@H:19]([OH:22])[C@@H:18]([C:23]2[O:27][N:26]=[C:25]([CH3:28])[N:24]=2)[O:17]1.[CH:29]1([NH2:34])[CH2:33][CH2:32][CH2:31][CH2:30]1>CS(C)=O>[CH:1]([OH:4])=[O:3].[NH2:5][C:6]1[N:14]=[C:13]([NH:34][CH:29]2[CH2:33][CH2:32][CH2:31][CH2:30]2)[N:12]=[C:11]2[C:7]=1[N:8]=[CH:9][N:10]2[C@H:16]1[C@H:20]([OH:21])[C@H:19]([OH:22])[C@@H:18]([C:23]2[O:27][N:26]=[C:25]([CH3:28])[N:24]=2)[O:17]1 |f:0.1,4.5|. Procedure: Intermediate 17 (0.048 g), cyclopentylamine (0.06 ml) in DMSO (0.05 ml) were heated in a sealed vial (eg Reacti vial™) at 90° C. for 20 hrs. The crude material was purified by Autoprep HPLC, solvent was removed in vacuo and the residue freeze-dried to give the title compound as a pale yellow solid (0.006 g) LC/MS system A Rt=2.2 min, m/z=403(MH+) Reactants: N1(CCCCC1)CC1=CC=C(O1)CSCCN (2-[(5-piperidinomethyl-2-furyl)methylthio]ethylamine), NC1=NS(N=C1OC)=O (3-Amino-4-methoxy-1,2,5-thiadiazole 1-oxide). The solvent is CO (methanol), CO (methanol). Run at time 16 hour. The product is NC1=NS(N=C1NCCSCC=1OC(=CC1)CN1CCCCC1)=O (3-Amino-4-{2-[(5-piperidinomethyl-2-furyl)methylthio]ethylamino}-1,2,5-thiadiazole 1-oxide). Isolated yield 64.0%. RXN SMILES: [N:1]1([CH2:7][C:8]2[O:12][C:11]([CH2:13][S:14][CH2:15][CH2:16][NH2:17])=[CH:10][CH:9]=2)[CH2:6][CH2:5][CH2:4][CH2:3][CH2:2]1.[NH2:18][C:19]1[C:23](OC)=[N:22][S:21](=[O:26])[N:20]=1>CO>[NH2:18][C:19]1[C:23]([NH:17][CH2:16][CH2:15][S:14][CH2:13][C:11]2[O:12][C:8]([CH2:7][N:1]3[CH2:6][CH2:5][CH2:4][CH2:3][CH2:2]3)=[CH:9][CH:10]=2)=[N:22][S:21](=[O:26])[N:20]=1. Reported procedure: A solution of 2-[(5-piperidinomethyl-2-furyl)methylthio]ethylamine (4.0 g; 15.7 mmoles) [prepared according to the procedure described in Belgian Pat. No. 857,388 (U.S. Pat. No. 4,128,658)] in 25 ml of methanol was added all at once to a stirred suspension of 3-amino-4-methoxy-1,2,5-thiadiazole 1-oxide (2.31 g; 15.7 mmoles) [prepared in Step A] in 25 ml of methanol at ambient temperature. After stirring for 16 hours, the solution was evaporated under reduced pressure and the residue chromatograp... Starting materials: BrBr (Bromine), ClC=1C=C(C=CC1)C(C)=O (1-(3-chlorophenyl)ethanone). Run in C(C)OCC (diethyl ether). Run at time 4 hour. The product is BrCC(=O)C1=CC(=CC=C1)Cl (2-Bromo-1-(3-chlorophenyl)ethanone). RXN SMILES: [Br:1]Br.[Cl:3][C:4]1[CH:5]=[C:6]([C:10](=[O:12])[CH3:11])[CH:7]=[CH:8][CH:9]=1>C(OCC)C>[Br:1][CH2:11][C:10]([C:6]1[CH:7]=[CH:8][CH:9]=[C:4]([Cl:3])[CH:5]=1)=[O:12]. Procedure: Bromine (5.17 g, 32.3 mmol) was slowly added dropwise to a solution of 1-(3-chlorophenyl)ethanone (5.00 g, 32.3 mmol) in diethyl ether (100 ml), and the mixture was stirred at room temperature for 4 hours. The reaction mixture was distilled off under reduced pressure, and the desired product was obtained quantitatively as an oil. Starting materials: C(#N)[C@@H]1[C@]2(C)[C@@H](CC1)[C@@H]1CCC=3CC(CCC3[C@H]1CC2)(OC)OC (17β-cyano-3,3-dimethoxyestr-5(10)-ene), C([O-])(O)=O.[Na+] (sodium bicarbonate), O (water), Cl(=O)(=O)(=O)O (perchloric acid). Solvent: ClCCl (dichloromethane), C(C)(C)(C)O (t-butanol). The product is C(#N)[C@@H]1[C@]2(C)[C@@H](CC1)[C@@H]1CCC=3CC(CCC3[C@H]1CC2)=O (17β-cyanoestr-5(10)-en-3-one). Reaction SMILES: [C:1]([C@H:3]1[CH2:8][CH2:7][C@H:6]2[C@H:9]3[C@H:18]([CH2:19][CH2:20][C@:4]12[CH3:5])[C:17]1[CH2:16][CH2:15][C:14](OC)([O:21]C)[CH2:13][C:12]=1[CH2:11][CH2:10]3)#[N:2].O.Cl(O)(=O)(=O)=O.C(=O)(O)[O-].[Na+]>ClCCl.C(O)(C)(C)C>[C:1]([C@H:3]1[CH2:8][CH2:7][C@H:6]2[C@H:9]3[C@H:18]([CH2:19][CH2:20][C@:4]12[CH3:5])[C:17]1[CH2:16][CH2:15][C:14](=[O:21])[CH2:13][C:12]=1[CH2:11][CH2:10]3)#[N:2] |f:3.4|. Procedure: 3 g of 17β-cyano-3,3-dimethoxyestr-5(10)-ene are suspended in a mixture of 24 ml of dichloromethane and 70 ml of t-butanol. After addition of 28 ml of water and 0.11 ml of 60% perchloric acid, the batch is stirred until fully reacted, admixed with saturated aqueous sodium bicarbonate and extracted with ethyl acetate. The organic phase is washed with saturated aqueous sodium chloride solution, dried over sodium sulfate and filtered and the filtrate is evaporated to dryness to leave 17β-cyanoestr-...